This data is from the Open Reaction Database (ORD), a public repository of structured organic reaction records. The task is: describe an organic reaction: reactants, conditions, products, and yield The reactants are NC=1C=C(OC2=CC=C(C=C2)C=2N=C(N3C2C(=NC=C3)N)C3CCC3)C=CC1 (1-[4-(3-aminophenoxy)-phenyl]-3-cyclobutylimidazo[1,5-a]pyrazin-8-ylamine), NC=1C=2N(C=CN1)C(=NC2C2=CC(=C(C=C2)C(=O)C2=CC=CC=C2)[N+](=O)[O-])C2CCC2 ([4-(8-amino-3-cyclobutyl-imidazo[1,5-a]pyrazin-1-yl)-2-nitro-phenyl]-phenyl-methanone). The product is NC1=C(C=CC(=C1)C=1N=C(N2C1C(=NC=C2)N)C2CCC2)C(=O)C2=CC=CC=C2 ([2-Amino-4-(8-amino-3-cyclobutyl-imidazo[1,5-a]pyrazin-1-yl)-phenyl]-phenyl-methanone). RXN SMILES: NC1C=C(C=CC=1)OC1C=CC(C2N=C(C3CCC3)N3C=CN=C(N)C=23)=CC=1.[NH2:29][C:30]1[C:31]2[N:32]([C:36]([CH:56]3[CH2:59][CH2:58][CH2:57]3)=[N:37][C:38]=2[C:39]2[CH:44]=[CH:43][C:42]([C:45]([C:47]3[CH:52]=[CH:51][CH:50]=[CH:49][CH:48]=3)=[O:46])=[C:41]([N+:53]([O-])=O)[CH:40]=2)[CH:33]=[CH:34][N:35]=1>>[NH2:53][C:41]1[CH:40]=[C:39]([C:38]2[N:37]=[C:36]([CH:56]3[CH2:57][CH2:58][CH2:59]3)[N:32]3[CH:33]=[CH:34][N:35]=[C:30]([NH2:29])[C:31]=23)[CH:44]=[CH:43][C:42]=1[C:45]([C:47]1[CH:48]=[CH:49][CH:50]=[CH:51][CH:52]=1)=[O:46]. Reported procedure: Prepared according to a procedure analogous to that described for 1-[4-(3-aminophenoxy)-phenyl]-3-cyclobutylimidazo[1,5-a]pyrazin-8-ylamine, except using [4-(8-amino-3-cyclobutyl-imidazo[1,5-a]pyrazin-1-yl)-2-nitro-phenyl]-phenyl-methanone. Reactants: ClCC#N (chloroacetonitrile), Cl (hydrogen chloride), CN(C=O)C (dimethylformamide), CC(C1=CC=C(C=C1)Cl)=NOCC#N ((α-methyl-4-chlorobenzylidene amino)oxy acetonitrile), [Na] (sodium), ClC1=CC=C(C=C1)C(C)=NO (4'-chloroacetophenone oxime). The solvent is C(C)(C)OC(C)C (diisopropyl ether), CO (methanol), C(C)(C)OC(C)C (diisopropyl ether). The product is COC(CON=C(C1=CC=C(C=C1)Cl)C)=O ([(α-methyl-4-chlorobenzylidene amino)oxy] acetic acid methyl ester). RXN SMILES: [CH3:1][C:2](=[N:10][O:11][CH2:12][C:13]#N)[C:3]1[CH:8]=[CH:7][C:6]([Cl:9])=[CH:5][CH:4]=1.[Na].ClC1C=CC(C(=N[OH:26])C)=CC=1.ClCC#N.Cl.CN(C)[CH:34]=[O:35]>C(OC(C)C)(C)C.CO>[CH3:34][O:35][C:13](=[O:26])[CH2:12][O:11][N:10]=[C:2]([CH3:1])[C:3]1[CH:8]=[CH:7][C:6]([Cl:9])=[CH:5][CH:4]=1 |^1:14|. Reported procedure: Of the (α-methyl-4-chlorobenzylidene amino)oxy acetonitrile (melting point 57° C.-58.5° C.) which was obtained by reacting the sodium salt of 4'-chloroacetophenone oxime, with chloroacetonitrile in dimethylformamide, an amount of 11.3 g was dissolved in diisopropyl ether in which 1.94 g of hydrogen chloride and 1.73 g of methanol had also been dissolved. The solution was diluted with 25 ml of diisopropyl ether and subsequently stirred over night. Then the precipitate was drawn off, washed with a... Reactants: ClC1=CC(=CC=C1)C(=O)OO (3-chloroperbenzoic acid), C(CCC)OCCOC1=CC=C(C=C1)C=1C=CC2=C(C=C(CCN2C(C(F)(F)F)=O)C(=O)NC2=CC(=C(C=C2)C(C2=NC=CC(=C2)C)O)OC)C1 (7-[4-(2-butoxyethoxy)phenyl]-N-[4-[hydroxy(4-methylpyridin-2-yl)methyl]-3-methoxyphenyl]-1-trifluoroacetyl-2,3-dihydro-1H-1-benzazepine-4-carboxamide), S(=S)(=O)([O-])[O-].[Na+].[Na+] (sodium thiosulfate). Run in ClCCl (dichloromethane). Reaction conditions: time 4 hour. The product is C(CCC)OCCOC1=CC=C(C=C1)C=1C=CC2=C(C=C(CCN2C(C(F)(F)F)=O)C(=O)NC2=CC(=C(C=C2)C(C2=[N+](C=CC(=C2)C)[O-])O)OC)C1 (7-[4-(2-butoxyethoxy)phenyl]-N-[4-[hydroxy(4-methyl-1-oxidopyridin-2-yl)methyl]-3-methoxyphenyl]-1-trifluoroacetyl-2,3-dihydro-1H-1-benzazepine-4-carboxamide). The yield is 75.3%. RXN SMILES: [CH2:1]([O:5][CH2:6][CH2:7][O:8][C:9]1[CH:14]=[CH:13][C:12]([C:15]2[CH:16]=[CH:17][C:18]3[N:24]([C:25](=[O:30])[C:26]([F:29])([F:28])[F:27])[CH2:23][CH2:22][C:21]([C:31]([NH:33][C:34]4[CH:39]=[CH:38][C:37]([CH:40]([OH:48])[C:41]5[CH:46]=[C:45]([CH3:47])[CH:44]=[CH:43][N:42]=5)=[C:36]([O:49][CH3:50])[CH:35]=4)=[O:32])=[CH:20][C:19]=3[CH:51]=2)=[CH:11][CH:10]=1)[CH2:2][CH2:3][CH3:4].ClC1C=CC=C(C(OO)=[O:60])C=1.S([O-])([O-])(=O)=S.[Na+].[Na+]>ClCCl>[CH2:1]([O:5][CH2:6][CH2:7][O:8][C:9]1[CH:10]=[CH:11][C:12]([C:15]2[CH:16]=[CH:17][C:18]3[N:24]([C:25](=[O:30])[C:26]([F:28])([F:29])[F:27])[CH2:23][CH2:22][C:21]([C:31]([NH:33][C:34]4[CH:39]=[CH:38][C:37]([CH:40]([OH:48])[C:41]5[CH:46]=[C:45]([CH3:47])[CH:44]=[CH:43][N+:42]=5[O-:60])=[C:36]([O:49][CH3:50])[CH:35]=4)=[O:32])=[CH:20][C:19]=3[CH:51]=2)=[CH:13][CH:14]=1)[CH2:2][CH2:3][CH3:4] |f:2.3.4|. Procedure details: 7-[4-(2-butoxyethoxy)phenyl]-N-[4-[hydroxy(4-methylpyridin-2-yl)methyl]-3-methoxyphenyl]-1-trifluoroacetyl-2,3-dihydro-1H-1-benzazepine-4-carboxamide (1 g) was dissolved in dichloromethane (30 ml), and to the solution was added 3-chloroperbenzoic acid (0.46 g) under ice-cooling and the mixture was stirred at room temperature for 4 hours. An aqueous solution of sodium thiosulfate was added to the mixture, the mixture was concentrated, and extracted with ethyl acetate. The organic layer was washed... Reactants: [Br-], O=C([O-])O, N#Cc1nccc(OCC(F)(F)F)n1, C1CCOC1, C[Mg+], Cl, [Na+], O. The product is CC(=O)c1nccc(OCC(F)(F)F)n1. As a reaction SMILES: [Br-:1].[C:19](=[O:20])([OH:21])[O-:22].[C:4](#[N:5])[c:6]1[n:7][cH:8][cH:9][c:10]([O:12][CH2:13][C:14]([F:15])([F:16])[F:17])[n:11]1.[CH2:25]1[O:26][CH2:27][CH2:28][CH2:29]1.[CH3:2][Mg+:3].[ClH:18].[Na+:23].[OH2:24]>>[C:4]([c:6]1[n:7][cH:8][cH:9][c:10]([O:12][CH2:13][C:14]([F:15])([F:16])[F:17])[n:11]1)([CH3:19])=[O:24]. The reactants are CCCCCC, C[Al](C)C, Fc1c(F)c(F)c(C2CO2)c(F)c1F. The product is CC(CO)c1c(F)c(F)c(F)c(F)c1F. RXN SMILES: [CH3:19][CH2:20][CH2:21][CH2:22][CH2:23][CH3:24].[CH3:1][Al:2]([CH3:3])[CH3:4].[F:5][c:6]1[c:7]([CH:8]2[CH2:9][O:10]2)[c:11]([F:18])[c:12]([F:17])[c:13]([F:16])[c:14]1[F:15]>>[CH3:1][CH:8]([c:7]1[c:6]([F:5])[c:14]([F:15])[c:13]([F:16])[c:12]([F:17])[c:11]1[F:18])[CH2:9][OH:10].